From a dataset of the Open Reaction Database (ORD), a public repository of structured organic reaction records. describe an organic reaction: reactants, conditions, products, and yield The reactants are N (NH3), FC(C(=O)O)(CC=C)F (2,2-difluoropent-4-enoic acid), N#N (N2), C(C(=O)Cl)(=O)Cl (oxalyl chloride). The reagents and catalysts are CN(C)C=O (DMF). Run in CCOCC (Et2O), O (H2O), CCCCCC (hexane). Reaction conditions: time 2 hour. Product: FC(C(=O)N)(CC=C)F (2,2-Difluoropent-4-enamide). Isolated yield 76.0%. RXN SMILES: [F:1][C:2]([F:9])([CH2:6][CH:7]=[CH2:8])[C:3](O)=[O:4].C(Cl)(=O)C(Cl)=O.[N:16]#N.N>CCCCCC.CN(C=O)C.CCOCC.O>[F:1][C:2]([F:9])([CH2:6][CH:7]=[CH2:8])[C:3]([NH2:16])=[O:4]. Procedure: To a stirred solution of 2,2-difluoropent-4-enoic acid (27.2 g, 0.2 mol) in hexane (200 mi) in a three-neck flask equipped with a reflux condenser and M2 inlet is added DMF (20 drops, catalytic) and oxalyl chloride (20 mL, 0.23 mol). The mixture is stirred at room temperature for 2 h, when no further evolution of gas is seen. The solution is cooled in an ice/brine bath, the N2 inlet is replaced by an empty CaCl2 tube (to trap any solid material blown out of the flask), and a stream of NH3 gas is... Reactants: BrCCOc1ccccc1, CCOC(C)=O, [K+], [K+], O=C([O-])[O-], CN(C)C=O, O=Cc1ccc[nH]1. Yields the product O=Cc1cccn1CCOc1ccccc1. As a reaction SMILES: [Br:8][CH2:9][CH2:10][O:11][c:12]1[cH:13][cH:14][cH:15][cH:16][cH:17]1.[CH3:29][CH2:30][O:31][C:32](=[O:33])[CH3:34].[K+:18].[K+:19].[O-:20][C:21]([O-:22])=[O:23].[O:24]=[CH:25][N:26]([CH3:27])[CH3:28].[nH:1]1[c:2]([CH:6]=[O:7])[cH:3][cH:4][cH:5]1>>[n:1]1([CH2:9][CH2:10][O:11][c:12]2[cH:13][cH:14][cH:15][cH:16][cH:17]2)[c:2]([CH:6]=[O:7])[cH:3][cH:4][cH:5]1. Reactants: N1C(=S)N=C(N)C=C1 (2-thiocytosine), BrCCCC(=O)OCC (ethyl 4-bromobutyrate), N12CCCN=CC2CCCC1 (1,5-diazabicyclo[5,4,0]undec-5-ene), FC(CN=C=S)(F)F (2,2,2-trifluoroethyl isothiocyanate), [N-]=C=S (isothiocyanate). The solvent is C(C)#N (acetonitrile). Run at time 4 hour. The product is FC(CNC(NC1=NC(=NC=C1)SCCCC(=O)OCC)=S)(F)F (ethyl 4-[4-(3-[2,2,2-trifluoroethyl]thioureido)pyrimid-2-ylthio]butyrate). Reaction SMILES: [NH:1]1[CH:8]=[CH:7][C:5]([NH2:6])=[N:4][C:2]1=[S:3].Br[CH2:10][CH2:11][CH2:12][C:13]([O:15][CH2:16][CH3:17])=[O:14].N12CCCCC1C=NCCC2.[F:29][C:30]([F:36])([F:35])[CH2:31][N:32]=[C:33]=[S:34].[N-]=C=S>C(#N)C>[F:29][C:30]([F:36])([F:35])[CH2:31][NH:32][C:33](=[S:34])[NH:6][C:5]1[CH:7]=[CH:8][N:1]=[C:2]([S:3][CH2:10][CH2:11][CH2:12][C:13]([O:15][CH2:16][CH3:17])=[O:14])[N:4]=1. Procedure details: A mixture of 2-thiocytosine (0.64 g.), ethyl 4-bromobutyrate (1.07 g.) and 1,5-diazabicyclo[5,4,0]undec-5-ene (0.84 g.) was stirred for 4 hours and then evaporated to dryness. The residue was treated with water and the mixture extracted with EtOAc, and the extract dried and evaporated to dryness to give a gum (1.9 g.). The gum was dissolved in acetonitrile (5 ml.) the solution treated with 2,2,2-trifluoroethyl isothiocyanate (1.1 g.) and the mixture heated at 70° for 72 hours with the addition o... Reactants: solution, C[O-].[Na+] (NaOMe), O (water), ClC[C@@]([C@H](C)O)(O)C1=C(C=C(C=C1)F)F ((2R,3S)-1-chloro-2-(2,4-difluorophenyl)butane-2,3-diol), C(C)(=O)OCC (ethyl acetate). Run in CO (methanol), CO (methanol). Conditions: time 2 hour. Product: O1C[C@]1([C@H](C)O)C1=C(C=C(C=C1)F)F ((2S,3S)-1,2-Epoxy-2-(2,4-difluorophenyl)butan-3-ol). The yield is 95.5%. As a reaction SMILES: Cl[CH2:2][C@:3]([C:8]1[CH:13]=[CH:12][C:11]([F:14])=[CH:10][C:9]=1[F:15])([OH:7])[C@@H:4]([OH:6])[CH3:5].C[O-].[Na+].O.C(OCC)(=O)C>CO>[O:7]1[C@:3]([C:8]2[CH:13]=[CH:12][C:11]([F:14])=[CH:10][C:9]=2[F:15])([C@@H:4]([OH:6])[CH3:5])[CH2:2]1 |f:1.2|. Procedure details: A solution of 0.12 g (0.45 mmol) of (2R,3S)-1-chloro-2-(2,4-difluorophenyl)butane-2,3-diol in methanol 3 mL was cooled in ice, and 0.12 g (0.6 mmol) of a 28% solution of NaOMe in methanol was added. Reaction was performed for 2 hours. Then, 10 mL of water was added to stop the reaction, and extraction was performed with ethyl acetate (10 mL). After drying over anhydrous sodium sulfate, concentration was performed under reduced pressure to obtain a crude product. The resulting crude product was p... The reactants are BrB(Br)Br, ClCCl, COc1cc(F)c(-c2nn(C(C)C)c3ncnc(N)c23)cc1F. The product is CC(C)n1nc(-c2cc(F)c(O)cc2F)c2c(N)ncnc21. Reaction SMILES: [B:24]([Br:25])([Br:26])[Br:27].[Cl:28][CH2:29][Cl:30].[F:1][c:2]1[c:3](-[c:11]2[n:12][n:13]([CH:21]([CH3:22])[CH3:23])[c:14]3[n:15][cH:16][n:17][c:18]([NH2:20])[c:19]23)[cH:4][c:5]([F:10])[c:6]([O:8][CH3:9])[cH:7]1>>[F:1][c:2]1[c:3](-[c:11]2[n:12][n:13]([CH:21]([CH3:22])[CH3:23])[c:14]3[n:15][cH:16][n:17][c:18]([NH2:20])[c:19]23)[cH:4][c:5]([F:10])[c:6]([OH:8])[cH:7]1. Yields the product CCOC(=O)C(C)OCc1noc(C(CCCC2CCCCC2)CC(=O)O)n1. Starting materials: CCOC(=O)C(C)OCc1noc(C(CCCC2CCCCC2)CC(=O)OC(C)(C)C)n1, ClCCl, O=C(O)C(F)(F)F. As a reaction SMILES: [CH:1]1([CH2:7][CH2:8][CH2:9][CH:10]([CH2:11][C:12](=[O:13])[O:14][C:15]([CH3:16])([CH3:17])[CH3:18])[c:19]2[n:20][c:21]([CH2:24][O:25][CH:26]([C:27](=[O:28])[O:29][CH2:30][CH3:31])[CH3:32])[n:22][o:23]2)[CH2:2][CH2:3][CH2:4][CH2:5][CH2:6]1.[Cl:40][CH2:41][Cl:42].[OH:33][C:34]([C:35]([F:36])([F:37])[F:38])=[O:39]>>[CH:1]1([CH2:7][CH2:8][CH2:9][CH:10]([CH2:11][C:12](=[O:13])[OH:14])[c:19]2[n:20][c:21]([CH2:24][O:25][CH:26]([C:27](=[O:28])[O:29][CH2:30][CH3:31])[CH3:32])[n:22][o:23]2)[CH2:2][CH2:3][CH2:4][CH2:5][CH2:6]1. Reactants: FC(F)(F)c1ccc(Br)cn1, C1CCOC1, C=C[Sn](CCCC)(CCCC)CCCC, CN(C)C=O. Yields the product C=Cc1ccc(C(F)(F)F)nc1. RXN SMILES: [Br:1][c:2]1[cH:3][cH:4][c:5]([C:8]([F:9])([F:10])[F:11])[n:6][cH:7]1.[CH2:32]1[O:33][CH2:34][CH2:35][CH2:36]1.[CH:12](=[CH2:13])[Sn:14]([CH2:15][CH2:16][CH2:17][CH3:18])([CH2:19][CH2:20][CH2:21][CH3:22])[CH2:23][CH2:24][CH2:25][CH3:26].[O:27]=[CH:28][N:29]([CH3:30])[CH3:31]>>[c:2]1([CH:12]=[CH2:13])[cH:3][cH:4][c:5]([C:8]([F:9])([F:10])[F:11])[n:6][cH:7]1. Reactants: Cl (hydrochloric acid), CN(CCCC1C=CC2=CC=CC=C12)C (1-[3-(dimethylamino)-propyl]-indene), OO (hydrogen peroxide), B (borane), [OH-].[Na+] (sodium hydroxide). The solvent is O (water), C(C)O (ethanol), O1CCCC1 (tetrahydrofuran), O (water), O1CCCC1 (tetrahydrofuran), O (water). Conditions: time 8 hour. The product is CN(CCC[C@H]1[C@@H](CC2=CC=CC=C12)O)C (trans-1-[3-(Dimethylamino)propyl]-2-indanol). Isolated yield 81.0%. Reaction SMILES: [CH3:1][N:2]([CH3:15])[CH2:3][CH2:4][CH2:5][CH:6]1[C:14]2[C:9](=[CH:10][CH:11]=[CH:12][CH:13]=2)[CH:8]=[CH:7]1.B.[OH-:17].[Na+].OO.Cl>O1CCCC1.O.C(O)C>[CH3:15][N:2]([CH3:1])[CH2:3][CH2:4][CH2:5][C@@H:6]1[C:14]2[C:9](=[CH:10][CH:11]=[CH:12][CH:13]=2)[CH2:8][C@H:7]1[OH:17] |f:2.3|. Procedure: A solution of 20.6 g (0.10 mole) of 1-[3-(dimethylamino)-propyl]-indene in 100 ml of tetrahydrofuran is cooled to 0° under nitrogen and 200 ml of 1 M borane in tetrahydrofuran added over 30 minutes. After stirring overnight at ambient temperature the solution is cooled to 0° and the following added in the given order: 30 ml of water added cautiously, 170 ml of 10% sodium hydroxide solution and 32 ml of 30% hydrogen peroxide solution. After 1 hour at 0° the mixture is diluted with 1 liter of wate... Starting materials: CO[C@@H]1CN(C[C@H]1OC=1C=CC=C2C=CC(=NC12)C1=CN=C2N1C=CC(=C2)OCCOC)C(=O)OCC2=CC1=CC=CC=C1C=C2 ((trans)-naphthalen-2-ylmethyl 3-methoxy-4-(2-(7-(2-methoxyethoxy)imidazo[1,2-a]pyridin-3-yl)quinolin-8-yloxy)pyrrolidine-1-carboxylate), Cl (HCl), C1CCOC1 (THF), C(=O)(O)[O-].[Na+] (NaHCO3). The reagents and catalysts are [Pd] (Pd/C). The solvent is CCO (EtOH). Reaction conditions: time 3 hour. Yields the product COCCOC1=CC=2N(C=C1)C(=CN2)C2=NC1=C(C=CC=C1C=C2)O[C@@H]2CNC[C@H]2OC (2-(7-(2-methoxyethoxy)imidazo[1,2-a]pyridin-3-yl)-8-((trans)-4-methoxypyrrolidin-3-yloxy)quinoline). The yield is 63.5%. Reaction SMILES: [CH3:1][O:2][C@H:3]1[C@H:7]([O:8][C:9]2[CH:10]=[CH:11][CH:12]=[C:13]3[C:18]=2[N:17]=[C:16]([C:19]2[N:23]4[CH:24]=[CH:25][C:26]([O:28][CH2:29][CH2:30][O:31][CH3:32])=[CH:27][C:22]4=[N:21][CH:20]=2)[CH:15]=[CH:14]3)[CH2:6][N:5](C(OCC2C=CC3C(=CC=CC=3)C=2)=O)[CH2:4]1.Cl.C1COCC1.C([O-])(O)=O.[Na+]>[Pd].CCO>[CH3:32][O:31][CH2:30][CH2:29][O:28][C:26]1[CH:25]=[CH:24][N:23]2[C:19]([C:16]3[CH:15]=[CH:14][C:13]4[C:18](=[C:9]([O:8][C@H:7]5[C@H:3]([O:2][CH3:1])[CH2:4][NH:5][CH2:6]5)[CH:10]=[CH:11][CH:12]=4)[N:17]=3)=[CH:20][N:21]=[C:22]2[CH:27]=1 |f:3.4|. Procedure: A flask was charged with (trans)-naphthalen-2-ylmethyl 3-methoxy-4-(2-(7-(2-methoxyethoxy)imidazo[1,2-a]pyridin-3-yl)quinolin-8-yloxy)pyrrolidine-1-carboxylate (0.054 g, 0.087 mmol), 2 N HCl (0.1 mL), THF (1 mL), EtOH (1 mL), and 10% Degussa type Pd/C (0.0186 g, 0.0175 mmol), and the reaction mixture was placed under a balloon of H2 and stirred for 3 hours. The reaction was neutralized with saturated NaHCO3 and filtered (GF/F paper). The filter cake was washed with CHCl3 and water. The layers we...